This data is from the Open Reaction Database (ORD), a public repository of structured organic reaction records. The task is: describe an organic reaction: reactants, conditions, products, and yield Reaction SMILES: [CH2:1]([CH3:2])[N:3]1[C:4](=[O:25])[CH2:5][N:6]([C:19](=[O:20])[C:21]([F:22])([F:23])[F:24])[CH2:7][c:8]2[c:9]1[cH:10][c:11]([N+:16](=[O:17])[O-:18])[c:12]([O:14][CH3:15])[cH:13]2.[CH3:26][OH:27].[NH3:28]>>[CH2:1]([CH3:2])[N:3]1[C:4](=[O:25])[CH2:5][NH:6][CH2:7][c:8]2[c:9]1[cH:10][c:11]([N+:16](=[O:17])[O-:18])[c:12]([O:14][CH3:15])[cH:13]2. The reactants are CCN1C(=O)CN(C(=O)C(F)(F)F)Cc2cc(OC)c([N+](=O)[O-])cc21, CO, N. Product: CCN1C(=O)CNCc2cc(OC)c([N+](=O)[O-])cc21.